The task is: describe an organic reaction: reactants, conditions, products, and yield. This data is from the Open Reaction Database (ORD), a public repository of structured organic reaction records. The reactants are CCO, COC(=O)c1c(C)csc1NC(=O)CN1C(=O)CCc2ccccc21, NN, O. The product is Cc1csc(NC(=O)CN2C(=O)CCc3ccccc32)c1C(=O)NN. RXN SMILES: [CH3:29][CH2:30][OH:31].[CH3:4][c:5]1[c:6]([C:25](=[O:26])[O:27][CH3:28])[c:7]([NH:10][C:11]([CH2:12][N:13]2[C:14](=[O:23])[CH2:15][CH2:16][c:17]3[cH:18][cH:19][cH:20][cH:21][c:22]32)=[O:24])[s:8][cH:9]1.[NH2:2][NH2:3].[OH2:1]>>[NH:2]([NH2:3])[C:25]([c:6]1[c:5]([CH3:4])[cH:9][s:8][c:7]1[NH:10][C:11]([CH2:12][N:13]1[C:14](=[O:23])[CH2:15][CH2:16][c:17]2[cH:18][cH:19][cH:20][cH:21][c:22]21)=[O:24])=[O:26]. Reactants: CC(N)=S, N#Cc1ccccn1, CN(C)C=O. Yields the product NC(=S)c1ccccn1. RXN SMILES: [CH3:9][C:10]([NH2:11])=[S:12].[N:1]#[C:2][c:3]1[cH:4][cH:5][cH:6][cH:7][n:8]1.[O:13]=[CH:14][N:15]([CH3:16])[CH3:17]>>[NH2:1][C:2]([c:3]1[cH:4][cH:5][cH:6][cH:7][n:8]1)=[S:12]. The reactants are CC(C)(C)OC(=O)NC(CNC(=O)CBr)Cc1c[nH]c2ccccc12, CCOC(C)=O, Cl. The product is NC(CNC(=O)CBr)Cc1c[nH]c2ccccc12. RXN SMILES: [C:1]([O:2][C:3](=[O:4])[NH:8][CH:9]([CH2:10][NH:11][C:12]([CH2:13][Br:14])=[O:15])[CH2:16][c:17]1[cH:18][nH:19][c:20]2[cH:21][cH:22][cH:23][cH:24][c:25]12)([CH3:5])([CH3:6])[CH3:7].[CH3:27][CH2:28][O:29][C:30](=[O:31])[CH3:32].[ClH:26]>>[NH2:8][CH:9]([CH2:10][NH:11][C:12]([CH2:13][Br:14])=[O:15])[CH2:16][c:17]1[cH:18][nH:19][c:20]2[cH:21][cH:22][cH:23][cH:24][c:25]12.